This data is from the Open Reaction Database (ORD), a public repository of structured organic reaction records. The task is: describe an organic reaction: reactants, conditions, products, and yield The solvent is O1CCCC1 (tetrahydrofuran), O1CCCC1 (tetrahydrofuran). As a reaction SMILES: [N:1]([CH:4]1[CH2:13][CH2:12][CH:11]2[CH:6]([CH2:7][CH2:8][CH:9]([OH:14])[CH2:10]2)[CH2:5]1)=[N+]=[N-].[H-].[Al+3].[Li+].[H-].[H-].[H-].[OH-].[Na+].S([O-])([O-])(=O)=O.[Na+].[Na+]>O1CCCC1>[NH2:1][CH:4]1[CH2:13][CH2:12][CH:11]2[CH:6]([CH2:7][CH2:8][CH:9]([OH:14])[CH2:10]2)[CH2:5]1 |f:1.2.3.4.5.6,7.8,9.10.11|. The product is NC1CC2CCC(CC2CC1)O (2-Amino-6-hydroxydecalin). Procedure: A solution of 17 g (0.09 mole) of 2-azido-6-hydroxydecalin (XII) in 100 ml of absolute tetrahydrofuran was added dropwise, at 40°-50° C., to a suspension of 3.8 g (0.1 mole) of lithium aluminum hydride in 100 ml of absolute tetrahydrofuran. The mixture was then refluxed for 3 hours. Hydrolysis was carried out with dilute sodium hydroxide solution (20 ml), sodium sulfate was added and the mixture was filtered under suction. The filtrate was evaporated down under reduced pressure. The residue was ... The reactants are N(=[N+]=[N-])C1CC2CCC(CC2CC1)O (2-azido-6-hydroxydecalin), [H-].[Al+3].[Li+].[H-].[H-].[H-] (lithium aluminum hydride), S(=O)(=O)([O-])[O-].[Na+].[Na+] (sodium sulfate), [OH-].[Na+] (sodium hydroxide).